From a dataset of the Open Reaction Database (ORD), a public repository of structured organic reaction records. describe an organic reaction: reactants, conditions, products, and yield RXN SMILES: C([O:3][C:4](=O)[C:5]([Cl:44])([CH2:11][C:12]([F:43])([F:42])[CH2:13][C@H:14]([C@@H:16]1[C@:33]2([CH3:34])[C@H:19]([C@H:20]3[C@H:30]([CH2:31][CH2:32]2)[C@:28]2([CH3:29])[C:23]([CH2:24][C@@H:25]([O:35]C4CCCCO4)[CH2:26][CH2:27]2)=[CH:22][CH2:21]3)[CH2:18][CH2:17]1)[CH3:15])[C:6](OCC)=[O:7])C>CCOCC>[Cl:44][C:5]([CH2:11][C:12]([F:42])([F:43])[CH2:13][C@H:14]([C@@H:16]1[C@:33]2([CH3:34])[C@H:19]([C@H:20]3[C@H:30]([CH2:31][CH2:32]2)[C@:28]2([CH3:29])[C:23]([CH2:24][C@@H:25]([OH:35])[CH2:26][CH2:27]2)=[CH:22][CH2:21]3)[CH2:18][CH2:17]1)[CH3:15])([CH2:6][OH:7])[CH2:4][OH:3]. Reported procedure: To a solution of the chlorodiester (10) (730 mg, 1.1 mmol) in ether (15 ml) lithium aluminium hydride (48 mg) was added and the mixture was stirred at 0° C. for 1 hr. and then stirred at room temperature for 2 hr. The usual work-up (ether for extraction) gave a crude product, which was applied to a column of silica gel (50 g). Elution with dichloromethane provided the chlorodiol (11) (250 mg, 39%) mp 152°-153° C. (n-hexane-ether). 1H-NMR δ(CDCl3 -acetone d6 -DMSO d6): 0.77 (3H, s, 18-H3), 1.00 (... Starting materials: C(C)OC(C(C(=O)OCC)(CC(C[C@@H](C)[C@H]1CC[C@H]2[C@@H]3CC=C4C[C@H](CC[C@]4(C)[C@H]3CC[C@]12C)OC1OCCCC1)(F)F)Cl)=O (25-Chloro-23,23-difluoro-3β-tetrahydropyranyloxycholest-5-ene-26,27-dioic Acid Diethyl Ester). Solvent: CCOCC (ether). Run at temperature 0 celsius, time 1 hour. The yield is 46.5%. Yields the product ClC(CO)(CO)CC(C[C@@H](C)[C@H]1CC[C@H]2[C@@H]3CC=C4C[C@H](CC[C@]4(C)[C@H]3CC[C@]12C)O)(F)F (25-Chloro-23,23-difluorocholest-5-ene-3β,26,27-triol). The reactants are NC1=CSC2=NC=CC=C21 (3-aminothieno[2,3-b]pyridine), C(C)(C)(C)OC(=O)NCC(=O)O (N-(tert-butoxycarbonyl)glycine), C1(CCCCC1)N=C=NC1CCCCC1 (1,3-Dicyclohexylcarbodiimide). Run in ClCCl (dichloromethane). The product is C(C)(C)(C)OC(NCC(=O)NC1=CSC2=NC=CC=C21)=O (tert-Butyl[2-(thieno[2,3-b]pyridin-3-ylamino)-2-oxoethyl]carbamate). Isolated yield 85.5%. Reaction SMILES: C1(N=C=NC2CCCCC2)CCCCC1.[NH2:16][C:17]1[C:25]2[C:20](=[N:21][CH:22]=[CH:23][CH:24]=2)[S:19][CH:18]=1.[C:26]([O:30][C:31]([NH:33][CH2:34][C:35](O)=[O:36])=[O:32])([CH3:29])([CH3:28])[CH3:27]>ClCCl>[C:26]([O:30][C:31](=[O:32])[NH:33][CH2:34][C:35]([NH:16][C:17]1[C:25]2[C:20](=[N:21][CH:22]=[CH:23][CH:24]=2)[S:19][CH:18]=1)=[O:36])([CH3:29])([CH3:27])[CH3:28]. Procedure: 1,3-Dicyclohexylcarbodiimide (11 g) was added with stirring to a solution of 3-aminothieno[2,3-b]pyridine (8 g) and N-(tert-butoxycarbonyl)glycine (10 g) in 200 mL of dichloromethane. After one hour the reaction mixture was filtered to remove the separated 1,3-dicyclohexylurea and evaporated to an oil. Crystallization from ethyl ether afforded 14 g of a solid, m.p. 190°-192° C. Recrystallization of 3 g from acetonitrile afforded 2.4 g of crystals, m.p. 192°-194° C. Final recrystallization from a... The reactants are CN(C)C=O, ClCCl, O=C(Cl)C(=O)Cl, O=C(O)C(CCC(F)(F)C(F)(F)F)S(=O)(=O)CCC(F)(F)F. Product: NC(=O)C(CCC(F)(F)C(F)(F)F)S(=O)(=O)CCC(F)(F)F. As a reaction SMILES: [CH3:32][N:33]([CH3:34])[CH:35]=[O:36].[Cl:23][CH2:24][Cl:25].[Cl:26][C:27]([C:28]([Cl:29])=[O:30])=[O:31].[F:1][C:2]([CH2:3][CH2:4][CH:5]([C:6](=[O:7])[OH:8])[S:9](=[O:10])(=[O:11])[CH2:12][CH2:13][C:14]([F:15])([F:16])[F:17])([C:18]([F:19])([F:20])[F:21])[F:22]>>[F:1][C:2]([CH2:3][CH2:4][CH:5]([C:6](=[O:7])[NH2:33])[S:9](=[O:10])(=[O:11])[CH2:12][CH2:13][C:14]([F:15])([F:16])[F:17])([C:18]([F:19])([F:20])[F:21])[F:22]. Starting materials: C=CCOc1ccc(-c2noc(C)c2C(=O)N=C(NCc2cc(Cl)c(NC(=O)CN(CC=C)C(=O)OC(C)(C)C)c(Cl)c2)NC(=O)OC(C)(C)C)cc1, ClCCCl. The product is Cc1onc2c1C(=O)N=C(NC(=O)OC(C)(C)C)NCc1cc(Cl)c(c(Cl)c1)NC(=O)CN(C(=O)OC(C)(C)C)CC=CCOc1ccc-2cc1. As a reaction SMILES: [CH2:1]([CH:2]=[CH2:52])[N:4]([C:5]([O:6][C:7]([CH3:8])([CH3:9])[CH3:10])=[O:11])[CH2:12][C:13](=[O:14])[NH:15][c:16]1[c:17]([Cl:53])[cH:18][c:19]([CH2:23][NH:24][C:25]([NH:26][C:27](=[O:28])[O:29][C:30]([CH3:31])([CH3:32])[CH3:33])=[N:34][C:35](=[O:36])[c:37]2[c:38](-[c:43]3[cH:44][cH:45][c:46]([O:49][CH2:50][CH:51]=[CH2:3])[cH:47][cH:48]3)[n:39][o:40][c:41]2[CH3:42])[cH:20][c:21]1[Cl:22].[Cl:54][CH2:55][CH2:56][Cl:57]>>[CH2:1]1[CH:2]=[CH:51][CH2:50][O:49][c:46]2[cH:45][cH:44][c:43]([cH:48][cH:47]2)-[c:38]2[c:37]([c:41]([CH3:42])[o:40][n:39]2)[C:35](=[O:36])[N:34]=[C:25]([NH:26][C:27](=[O:28])[O:29][C:30]([CH3:31])([CH3:32])[CH3:33])[NH:24][CH2:23][c:19]2[cH:18][c:17]([Cl:53])[c:16]([c:21]([Cl:22])[cH:20]2)[NH:15][C:13](=[O:14])[CH2:12][N:4]1[C:5]([O:6][C:7]([CH3:8])([CH3:9])[CH3:10])=[O:11].